From a dataset of the Open Reaction Database (ORD), a public repository of structured organic reaction records. describe an organic reaction: reactants, conditions, products, and yield The reactants are [Li]CCCC (n-BuLi), C(C)OC(C#C)OCC (3,3-Diethoxy-propyne), C(C(C)C)=O (Isobutyraldehyde). Run in C1CCOC1 (THF), C1CCOC1 (THF). Conditions: time 30 minute. The product is C(C)OC(C#CC(C(C)C)O)OCC (6,6-Diethoxy-2-methyl-hex-4-yn-3-ol). RXN SMILES: [CH2:1]([O:3][CH:4]([O:7][CH2:8][CH3:9])[C:5]#[CH:6])[CH3:2].[Li]CCCC.[CH:15](=[O:19])[CH:16]([CH3:18])[CH3:17]>C1COCC1>[CH2:1]([O:3][CH:4]([O:7][CH2:8][CH3:9])[C:5]#[C:6][CH:15]([OH:19])[CH:16]([CH3:18])[CH3:17])[CH3:2]. Procedure details: A mixture of 3,3-Diethoxy-propyne (1.82 g, 14.2 mmol) in THF (40 ml) was cooled to −78 C under N2. A solution of n-BuLi (2.0M in cyclohexane, 9.2 mL, 18.46 mmol) was added. After 30 min, Isobutyraldehyde (1.33 g, 18.46 mmol) in THF (10 ml) was added. After 3 h, the reaction was quenched by dilution with 1N HCl, warmed to room temperature and extracted into EtOAc. The organic layer was washed with brine, dried over sodium sulfate, filtered and evaporated to give product, 3.18 g (100%). Run at temperature 0 celsius, time 30 minute. Starting materials: O1CCOC12CCC(CC2)OC2=CC(=NC(=N2)C(F)(F)F)CC(=O)OC (Methyl [6-(1,4-dioxaspiro[4.5]dec-8-yloxy)-2-(trifluoromethyl)pyrimidin-4-yl]acetate), [H-].[Na+] (NaH), oil, BrCCBr (1,2-dibromoethane). Yield: 35.2%. RXN SMILES: [O:1]1[C:5]2([CH2:10][CH2:9][CH:8]([O:11][C:12]3[N:17]=[C:16]([C:18]([F:21])([F:20])[F:19])[N:15]=[C:14]([CH2:22][C:23]([O:25][CH3:26])=[O:24])[CH:13]=3)[CH2:7][CH2:6]2)[O:4][CH2:3][CH2:2]1.Br[CH2:28][CH2:29]Br.[H-].[Na+]>O1CCCC1>[O:4]1[C:5]2([CH2:10][CH2:9][CH:8]([O:11][C:12]3[N:17]=[C:16]([C:18]([F:21])([F:19])[F:20])[N:15]=[C:14]([C:22]4([C:23]([O:25][CH3:26])=[O:24])[CH2:29][CH2:28]4)[CH:13]=3)[CH2:7][CH2:6]2)[O:1][CH2:2][CH2:3]1 |f:2.3|. Run in O1CCCC1 (tetrahydrofuran). The product is O1CCOC12CCC(CC2)OC2=CC(=NC(=N2)C(F)(F)F)C2(CC2)C(=O)OC (methyl 1-[6-(1,4-dioxaspiro[4.5]dec-8-yloxy)-2-(trifluoromethyl)pyrimidin-4-yl]cyclopropanecarboxylate). Procedure: Methyl [6-(1,4-dioxaspiro[4.5]dec-8-yloxy)-2-(trifluoromethyl)pyrimidin-4-yl]acetate (0.46 g, 1.2 mmol) was dissolved in tetrahydrofuran (23 mL), then 1,2-dibromoethane (300 μL, 3.4 mmol) was added and the reaction mixture cooled to 0° C. NaH in mineral oil (136 mg, 3.4 mmol) was then added and the reaction mixture was heated to 67° C. for 18 h. LCMS showed 50% reaction. The reaction was quenched with saturated NH4Cl and was partitioned between EtOAc and water. The EtOAc extract was washed with ... Reactants: BrC1=CC=C2C(NC(=NC2=C1)C1NCCC1)=O (7-bromo-2-(pyrrolidin-2-yl)quinazolin-4(3H)-one), C(=O)([O-])[O-].[K+].[K+] (K2CO3), [Na+].[I-] (NaI), BrCCCl (1-bromo-2-chloroethane). Solvent: CC#N (CH3CN). Product: BrC1=CC=C2C(N3C(=NC2=C1)C1N(CC3)CCC1)=O (11-bromo-2,3,5,6-tetrahydro-1H-pyrrolo[2′,1′:3,4]pyrazino[2,1-b]quinazolin-8(13bH)-one). Isolated yield 29.3%. As a reaction SMILES: [Br:1][C:2]1[CH:11]=[C:10]2[C:5]([C:6](=[O:17])[NH:7][C:8]([CH:12]3[CH2:16][CH2:15][CH2:14][NH:13]3)=[N:9]2)=[CH:4][CH:3]=1.C([O-])([O-])=O.[K+].[K+].[Na+].[I-].Br[CH2:27][CH2:28]Cl>CC#N>[Br:1][C:2]1[CH:11]=[C:10]2[C:5]([C:6](=[O:17])[N:7]3[CH2:28][CH2:27][N:13]4[CH2:14][CH2:15][CH2:16][CH:12]4[C:8]3=[N:9]2)=[CH:4][CH:3]=1 |f:1.2.3,4.5|. Reported procedure: A solution of 7-bromo-2-(pyrrolidin-2-yl)quinazolin-4(3H)-one (158 mg, 0.49 mmol), K2CO3 (0.5 g, 3.6 mmol), a catalytic amount of NaI, and 1-bromo-2-chloroethane (70 mg, 0.49 mmol) in CH3CN was stirred at 80° C. overnight. After dilution with H2O (30 mL), the mixture was extracted with ethyl acetate (3×100 mL). Then the combined organic layers were dried over Na2SO4 and concentrated to give crude product. After purified by column chromatography, 46 mg of the desired product was obtained. MS (ESI...